This data is from the Open Reaction Database (ORD), a public repository of structured organic reaction records. The task is: describe an organic reaction: reactants, conditions, products, and yield As a reaction SMILES: C[O:2][C:3](=[O:6])[CH2:4][NH2:5].[CH2:7]([O:14][C:15]1[C:16]([N+:25]([O-:27])=[O:26])=[C:17]([CH:21]=[CH:22][C:23]=1[CH3:24])[C:18]([NH2:20])=[O:19])[C:8]1[CH:13]=[CH:12][CH:11]=[CH:10][CH:9]=1.[OH-].[Li+]>CO>[NH2:5][CH2:4][C:3]([OH:6])=[O:2].[N+:25]([C:16]1[C:15]([O:14][CH2:7][C:8]2[CH:13]=[CH:12][CH:11]=[CH:10][CH:9]=2)=[C:23]([CH3:24])[CH:22]=[CH:21][C:17]=1[C:18]([NH2:20])=[O:19])([O-:27])=[O:26] |f:0.1,2.3,5.6|. Procedure details: To a solution of 7.5 g (21 mmol) 4a in 250 ml methanol were added 100 ml of 1N lithium hydroxide and the mixture was allowed to stir at room temperature for 2 hours. The methanol was removed under reduced pressure followed by dilution with 150 ml water and slow acidification with 6N hydrochloric acid to pH 1. The product was removed by filtration and washed with 0.1N hydrochloric acid and ether followed by vacuum drying. The 6.8 g of crude product were digested in 250 ml boiling chloroform then ... Run at time 2 hour. Reactants: COC(CN)=O.C(C1=CC=CC=C1)OC=1C(=C(C(=O)N)C=CC1C)[N+](=O)[O-] (3-Benzyloxy-4-methyl-2-nitrobenzamide glycine methyl ester), [OH-].[Li+] (lithium hydroxide). The solvent is CO (methanol). The product is NCC(=O)O.[N+](=O)([O-])C1=C(C(=O)N)C=CC(=C1OCC1=CC=CC=C1)C (2-Nitro-3-benzyloxy-4-methylbenzamide glycine). Yield: 85.7%. Product: NC1=CC=C(C=C1)C(C1=CC=C(C=C1)F)=O (4′-amino-4-fluorobenzophenone). Isolated yield 83.6%. The reactants are O.O.[Sn](Cl)Cl (tin (II) chloride dihydrate), Cl (hydrochloric acid), FC1=CC=C(C(=O)C2=CC=C(C=C2)[N+](=O)[O-])C=C1 (4-fluoro-4′-nitrobenzophenone). RXN SMILES: O.O.[Sn](Cl)Cl.Cl.[F:7][C:8]1[CH:24]=[CH:23][C:11]([C:12]([C:14]2[CH:19]=[CH:18][C:17]([N+:20]([O-])=O)=[CH:16][CH:15]=2)=[O:13])=[CH:10][CH:9]=1>COCCOC.CCO>[NH2:20][C:17]1[CH:18]=[CH:19][C:14]([C:12](=[O:13])[C:11]2[CH:23]=[CH:24][C:8]([F:7])=[CH:9][CH:10]=2)=[CH:15][CH:16]=1 |f:0.1.2|. Run in COCCOC (DME), CCO (EtOH). Procedure details: A solution of tin (II) chloride dihydrate (1.05 g, 4.7 mmol) in cone hydrochloric acid (4.2 mL) was added to 4-fluoro-4′-nitrobenzophenone (0.37 g, 1.5 mmol) in a mixture of DME (4 mL) and EtOH (5 mL) at such a rate that the internal temperature remained under 35° C. After 5 h the reaction mixture was quenched by addition to ice-water (40 mL). The mixture was diluted with DCM (25 mL), made basic (pH=11) by addition of 10% NaOH, and then extracted with DCM (2×25 mL). The combined extracts were wa...